From a dataset of the Open Reaction Database (ORD), a public repository of structured organic reaction records. describe an organic reaction: reactants, conditions, products, and yield Procedure details: n-Butyl lithium (180 g, 2.81 mol) in hexane (1.6M solution) was added to a solution of thiophene (200 ml, 2.5 mol) in 1500 ml ether under N2 while keeping the temperature between 25°-30° C. The mixture was stirred at room temperature for 1 hour then heated at reflux for 2 hours, cooled to -60° C. and sulfur (80.15 g, 2.5 mol) added. The mixture was stirred at -60° to -70° C. for 45 minutes, allowed to warm to -10° C. then cooled to -20° C. and H2O (500 ml) added slowly. The layers were separated... Run in O (H2O), CCCCCC (hexane), CCOCC (ether), O (H2O). Isolated yield 73.7%. The reactants are [S] (sulfur), S1C(=CC=C1)S (thiophenethiol), C(=O)([O-])[O-].[K+].[K+] (K2CO3), C(CCC)[Li] (n-Butyl lithium), S1C=CC=C1 (thiophene), BrCCC(=O)O (3-bromopropionic acid). Run at time 1 hour. Reaction SMILES: C([Li])CCC.S1C=CC=C1.[S].Br[CH2:13][CH2:14][C:15]([OH:17])=[O:16].C([O-])([O-])=O.[K+].[K+].[S:24]1[CH:28]=[CH:27][CH:26]=[C:25]1[SH:29]>CCCCCC.CCOCC.O>[S:24]1[CH:28]=[CH:27][CH:26]=[C:25]1[S:29][CH2:13][CH2:14][C:15]([OH:17])=[O:16] |f:4.5.6,^3:10|. Product: S1C(=CC=C1)SCCC(=O)O (3-(2-thienylthio)propionic acid). Product: C=CCN1C(=O)N(C2CCNCC2)C2CCCCC21. Reactants: C=CCN1C(=O)N(C2CCN(C(=O)OC(C)(C)C)CC2)C2CCCCC21, CO, Cl. As a reaction SMILES: [CH2:1]([CH:2]=[CH2:3])[N:4]1[C:5](=[O:26])[N:6]([CH:13]2[CH2:14][CH2:15][N:16]([C:19]([O:20][C:21]([CH3:22])([CH3:23])[CH3:24])=[O:25])[CH2:17][CH2:18]2)[CH:7]2[CH:8]1[CH2:9][CH2:10][CH2:11][CH2:12]2.[CH3:28][OH:29].[ClH:27]>>[CH2:1]([CH:2]=[CH2:3])[N:4]1[C:5](=[O:26])[N:6]([CH:13]2[CH2:14][CH2:15][NH:16][CH2:17][CH2:18]2)[CH:7]2[CH:8]1[CH2:9][CH2:10][CH2:11][CH2:12]2. The reactants are C(C)(C)(C)OC(=O)N([C@@H](C)C(=O)O)C1=C(C=CC=C1)C#N ((S)—N-t-butyloxycarbonyl(2-cyanophenyl)alanine). The reagents and catalysts are [Ni] (Raney® Nickel). Solvent: CO (methanol). Run at time 60 hour. The product is C(C)(C)(C)OC(=O)N([C@@H](C)C(=O)O)C1=C(C=CC=C1)CN ((S)—N-t-butyloxycarbonyl(2-aminomethylphenyl)alanine). Yield: 40.0%. As a reaction SMILES: [C:1]([O:5][C:6]([N:8]([C:14]1[CH:19]=[CH:18][CH:17]=[CH:16][C:15]=1[C:20]#[N:21])[C@H:9]([C:11]([OH:13])=[O:12])[CH3:10])=[O:7])([CH3:4])([CH3:3])[CH3:2]>[Ni].CO>[C:1]([O:5][C:6]([N:8]([C:14]1[CH:19]=[CH:18][CH:17]=[CH:16][C:15]=1[CH2:20][NH2:21])[C@H:9]([C:11]([OH:13])=[O:12])[CH3:10])=[O:7])([CH3:2])([CH3:3])[CH3:4]. Procedure details: A mixture of (S)—N-t-butyloxycarbonyl(2-cyanophenyl)alanine (1.0 g), Raney® Nickel (1.0 g), and methanol (20 mL) was hydrogenated in a Parr apparatus at 50 psi for 60 h at room temperature. The catalyst was filtered and rinsed with methanol (20 mL three times). The combined filtrate and rinses were evaporated under vacuum, and the resulting residue was triturated with diethyl ether (30 mL five times) to obtain (S)—N-t-butyloxycarbonyl(2-aminomethylphenyl)alanine (406 mg). Reactants: [Al+3], CCCC=Cc1c(C(C)C)nc(C(C)C)c(C(=O)OCC)c1-c1ccc(OCc2ccccc2)cc1, [H-], [H-], [H-], [H-], [Li+], C1CCOC1. The product is CCCC=Cc1c(C(C)C)nc(C(C)C)c(CO)c1-c1ccc(OCc2ccccc2)cc1. Reaction SMILES: [Al+3:38].[CH:1]([CH3:2])([CH3:3])[c:4]1[n:5][c:6]([CH:34]([CH3:35])[CH3:36])[c:7]([CH:29]=[CH:30][CH2:31][CH2:32][CH3:33])[c:8](-[c:15]2[cH:16][cH:17][c:18]([O:21][CH2:22][c:23]3[cH:24][cH:25][cH:26][cH:27][cH:28]3)[cH:19][cH:20]2)[c:9]1[C:10](=[O:11])[O:12][CH2:13][CH3:14].[H-:37].[H-:40].[H-:41].[H-:42].[Li+:39].[O:43]1[CH2:44][CH2:45][CH2:46][CH2:47]1>>[CH:1]([CH3:2])([CH3:3])[c:4]1[n:5][c:6]([CH:34]([CH3:35])[CH3:36])[c:7]([CH:29]=[CH:30][CH2:31][CH2:32][CH3:33])[c:8](-[c:15]2[cH:16][cH:17][c:18]([O:21][CH2:22][c:23]3[cH:24][cH:25][cH:26][cH:27][cH:28]3)[cH:19][cH:20]2)[c:9]1[CH2:10][OH:11]. The reactants are CCn1cc(C#Cc2ccc(F)c(Br)c2)cc1S(C)(=O)=O, CC(C)=O, [K+], [Mg+2], O=[Mn](=O)(=O)[O-], [Na+], O=C([O-])O, O=S(=O)([O-])[O-], O. RXN SMILES: [Br:1][c:2]1[cH:3][c:4]([C:9]#[C:10][c:11]2[cH:12][c:13]([S:18](=[O:19])(=[O:20])[CH3:21])[n:14]([CH2:16][CH3:17])[cH:15]2)[cH:5][cH:6][c:7]1[F:8].[CH3:40][C:41](=[O:42])[CH3:43].[K+:38].[Mg+2:27].[Mn:33]([O-:34])(=[O:35])(=[O:36])=[O:37].[Na+:26].[O-:22][C:23]([OH:24])=[O:25].[O-:28][S:29]([O-:30])(=[O:31])=[O:32].[OH2:39]>>[Br:1][c:2]1[cH:3][c:4]([C:9]([C:10]([c:11]2[cH:12][c:13]([S:18](=[O:19])(=[O:20])[CH3:21])[n:14]([CH2:16][CH3:17])[cH:15]2)=[O:39])=[O:22])[cH:5][cH:6][c:7]1[F:8]. Product: CCn1cc(C(=O)C(=O)c2ccc(F)c(Br)c2)cc1S(C)(=O)=O. The reactants are FC1(CC(CN(C1)C(=O)OC(C)(C)C)C(=O)OC)F (1-tert-butyl 3-methyl 5,5-difluoropiperidine-1,3-dicarboxylate), aqueous solution, [OH-].[Na+] (sodium hydroxide). The solvent is CO (methanol). Conditions: time 16 hour. Yields the product C(C)(C)(C)OC(=O)N1CC(CC(C1)(F)F)C(=O)O (1-(tert-butoxycarbonyl)-5,5-difluoropiperidine-3-carboxylic acid). Isolated yield 87.8%. Reaction SMILES: [F:1][C:2]1([F:19])[CH2:7][N:6]([C:8]([O:10][C:11]([CH3:14])([CH3:13])[CH3:12])=[O:9])[CH2:5][CH:4]([C:15]([O:17]C)=[O:16])[CH2:3]1.[OH-].[Na+]>CO>[C:11]([O:10][C:8]([N:6]1[CH2:7][C:2]([F:1])([F:19])[CH2:3][CH:4]([C:15]([OH:17])=[O:16])[CH2:5]1)=[O:9])([CH3:14])([CH3:12])[CH3:13] |f:1.2|. Procedure details: To a solution of 1-tert-butyl 3-methyl 5,5-difluoropiperidine-1,3-dicarboxylate (3.0 g, 10.74 mmol) in methanol (35 mL) was added a 1N aqueous solution of sodium hydroxide (20 mL) at below 5° C. The mixture was warmed to room temperature, and after 16 h, the mixture was concentrated under reduced pressure. The remaining aqueous layer was acidified with a 1N aqueous solution of hydrochloric acid (to pH˜4) and was extracted with ethyl acetate. The organic layer was dried over sodium sulfate, filte... Reaction SMILES: [CH3:44][c:45]1[cH:46][cH:47][cH:48][cH:49][cH:50]1.[CH3:51][CH2:52][OH:53].[F:1][c:2]1[cH:3][cH:4][c:5]([CH2:8][C:9](=[O:10])[N:11]=[C:12]=[S:13])[cH:6][cH:7]1.[O:14]1[CH:15]([c:20]2[cH:21][cH:22][c:23](-[c:26]3[cH:27][c:28]4[n:29][cH:30][cH:31][c:32]([O:35][c:36]5[c:37]([F:43])[cH:38][c:39]([NH2:40])[cH:41][cH:42]5)[c:33]4[s:34]3)[n:24][cH:25]2)[O:16][CH2:17][CH2:18][CH2:19]1>>[F:1][c:2]1[cH:3][cH:4][c:5]([CH2:8][C:9](=[O:10])[NH:11][C:12](=[S:13])[NH:40][c:39]2[cH:38][c:37]([F:43])[c:36]([O:35][c:32]3[cH:31][cH:30][n:29][c:28]4[cH:27][c:26](-[c:23]5[cH:22][cH:21][c:20]([CH:15]6[O:14][CH2:19][CH2:18][CH2:17][O:16]6)[cH:25][n:24]5)[s:34][c:33]43)[cH:42][cH:41]2)[cH:6][cH:7]1. Product: O=C(Cc1ccc(F)cc1)NC(=S)Nc1ccc(Oc2ccnc3cc(-c4ccc(C5OCCCO5)cn4)sc23)c(F)c1. Starting materials: Cc1ccccc1, CCO, O=C(Cc1ccc(F)cc1)N=C=S, Nc1ccc(Oc2ccnc3cc(-c4ccc(C5OCCCO5)cn4)sc23)c(F)c1.